describe an organic reaction: reactants, conditions, products, and yield From a dataset of the Open Reaction Database (ORD), a public repository of structured organic reaction records. The reactants are CCOCC, Cn1nc(C(F)(F)F)c(CO)c1F, O, BrP(Br)Br. Product: Cn1nc(C(F)(F)F)c(CBr)c1F. As a reaction SMILES: [CH3:19][CH2:20][O:21][CH2:22][CH3:23].[F:1][c:2]1[c:3]([CH2:12][OH:13])[c:4]([C:8]([F:9])([F:10])[F:11])[n:5][n:6]1[CH3:7].[OH2:18].[P:14]([Br:15])([Br:16])[Br:17]>>[F:1][c:2]1[c:3]([CH2:12][Br:15])[c:4]([C:8]([F:9])([F:10])[F:11])[n:5][n:6]1[CH3:7]. Starting materials: CN(C)C=O, O=C(c1ccccc1)c1ccc(Cl)cc1, O, O=C(CP(=O)(O)O)Nc1ccc(C(=O)O)cc1. Product: O=C(C=C(c1ccccc1)c1ccc(Cl)cc1)Nc1ccc(C(=O)O)cc1. As a reaction SMILES: [CH3:1][N:2]([CH3:3])[CH:4]=[O:5].[Cl:23][c:24]1[cH:25][cH:26][c:27]([C:28](=[O:29])[c:30]2[cH:31][cH:32][cH:33][cH:34][cH:35]2)[cH:36][cH:37]1.[OH2:38].[P:6]([OH:7])([OH:8])(=[O:9])[CH2:10][C:11](=[O:12])[NH:13][c:14]1[cH:15][cH:16][c:17]([C:18](=[O:19])[OH:20])[cH:21][cH:22]1>>[CH:10]([C:11](=[O:12])[NH:13][c:14]1[cH:15][cH:16][c:17]([C:18](=[O:19])[OH:20])[cH:21][cH:22]1)=[C:28]([c:27]1[cH:26][cH:25][c:24]([Cl:23])[cH:37][cH:36]1)[c:30]1[cH:31][cH:32][cH:33][cH:34][cH:35]1. Starting materials: [H-].[Na+] (sodium hydride), ClC1=C(C=CC(=C1)[N+](=O)[O-])O (2-chloro-4-nitrophenol), ClC1=NC(=NC=C1)NCCCO (3-(4-Chloro-pyrimidin-2-ylamino)-propan-1-ol). Solvent: CN(C)C=O (DMF). Reaction conditions: temperature 140 celsius, time 30 minute. Product: ClC1=C(OC2=NC(=NC=C2)NCCCO)C=CC(=C1)[N+](=O)[O-] (3-[4-(2-chloro-4-nitro-phenoxy)-pyrimidin-2-ylamino]-propan-1-ol). Isolated yield 67.6%. RXN SMILES: [H-].[Na+].[Cl:3][C:4]1[CH:9]=[C:8]([N+:10]([O-:12])=[O:11])[CH:7]=[CH:6][C:5]=1[OH:13].Cl[C:15]1[CH:20]=[CH:19][N:18]=[C:17]([NH:21][CH2:22][CH2:23][CH2:24][OH:25])[N:16]=1>CN(C=O)C>[Cl:3][C:4]1[CH:9]=[C:8]([N+:10]([O-:12])=[O:11])[CH:7]=[CH:6][C:5]=1[O:13][C:19]1[CH:20]=[CH:15][N:16]=[C:17]([NH:21][CH2:22][CH2:23][CH2:24][OH:25])[N:18]=1 |f:0.1|. Reported procedure: 370 mg (14.7 mmol) sodium hydride was given to a solution of 2.31 g (13.3 mmol) 2-chloro-4-nitrophenol in 25 ml DMF. Stirring was continued for 30 min. at room temperature. 2.50 g (13.3 mmol) 3-(4-Chloro-pyrimidin-2-ylamino)-propan-1-ol were added and the mixture heated to 140° C. for 24 h. The reaction mixture was evaporated, taken up with water and extracted with dichloromethane. The organic phase was extracted with sodium carbonate solution, dried (sodium sulphate) and evaporated. The obtaine... The reactants are [OH-].[Li+] (lithium hydroxide), O=C(COC1=CC=C(C(=O)OCC)C=C1)NCC=1C=NC=CC1 (ethyl 4-{2-oxo-2-[(pyridin-3-ylmethyl)amino]ethoxy}benzoate). Solvent: CO (methanol). Run at time 2 hour. Product: O=C(COC1=CC=C(C(=O)O)C=C1)NCC=1C=NC=CC1 (4-{2-oxo-2-[(pyridin-3-ylmethyl)amino]ethoxy}benzoic acid). Yield: 79.7%. Reaction SMILES: [OH-].[Li+].[O:3]=[C:4]([NH:18][CH2:19][C:20]1[CH:21]=[N:22][CH:23]=[CH:24][CH:25]=1)[CH2:5][O:6][C:7]1[CH:17]=[CH:16][C:10]([C:11]([O:13]CC)=[O:12])=[CH:9][CH:8]=1>CO>[O:3]=[C:4]([NH:18][CH2:19][C:20]1[CH:21]=[N:22][CH:23]=[CH:24][CH:25]=1)[CH2:5][O:6][C:7]1[CH:8]=[CH:9][C:10]([C:11]([OH:13])=[O:12])=[CH:16][CH:17]=1 |f:0.1|. Procedure: 0.17 g of lithium hydroxide was added to a methanol (30 ml) solution including 1 g (3.2 mmole) of ethyl 4-{2-oxo-2-[(pyridin-3-ylmethyl)amino]ethoxy}benzoate, and reaction was then carried out at 60° C. for 2 hours. After the solvent had been removed, the residue was dissolved in water and then neutralized with hydrochloric acid, and the deposited solid was collected by filtration, washed with water, and then dried to obtain 0.73 g (yield: 79%) of 4-{2-oxo-2-[(pyridin-3-ylmethyl)amino]ethoxy}ben...